From a dataset of the Open Reaction Database (ORD), a public repository of structured organic reaction records. describe an organic reaction: reactants, conditions, products, and yield Starting materials: ClC1=NC=C(C(=N1)NC1=C(C(=O)NC)C=CC=C1)Cl (2-(2,5-Dichloro-pyrimidin-4-ylamino)-N-methyl-benzamide), C([O-])(O)=O.[Na+] (sodium bicarbonate), FC(CNC1CCC2=C(CC1)C=C(C=C2)N)(F)F (N*7*-(2,2,2-trifluoro-ethyl)-6,7,8,9-tetrahydro-5H-benzocycloheptene-2,7-diamine), CC1([C@@H]2CC[C@]1(C(=O)C2)CS(=O)(=O)O)C (DL-10-camphorsulfonic acid). Solvent: O (water), CC(C)O (IPA), C(Cl)Cl (methylene chloride). Conditions: temperature 120 celsius. Product: ClC=1C(=NC(=NC1)NC=1C=CC2=C(CCC(CC2)NCC(F)(F)F)C1)NC1=C(C(=O)NC)C=CC=C1 (2-{5-Chloro-2-[7-(2,2,2-trifluoro-ethylamino)-6,7,8,9-tetrahydro-5H-benzocyclohepten-2-ylamino]-pyrimidin-4-ylamino}-N-methyl-benzamide). Yield: 7.4%. Reaction SMILES: Cl[C:2]1[N:7]=[C:6]([NH:8][C:9]2[CH:18]=[CH:17][CH:16]=[CH:15][C:10]=2[C:11]([NH:13][CH3:14])=[O:12])[C:5]([Cl:19])=[CH:4][N:3]=1.[F:20][C:21]([F:37])([F:36])[CH2:22][NH:23][CH:24]1[CH2:30][CH2:29][C:28]2[CH:31]=[C:32]([NH2:35])[CH:33]=[CH:34][C:27]=2[CH2:26][CH2:25]1.CC1(C)[C@]2(CS(O)(=O)=O)C(C[C@H]1CC2)=O.C(=O)(O)[O-].[Na+]>CC(O)C.C(Cl)Cl.O>[Cl:19][C:5]1[C:6]([NH:8][C:9]2[CH:18]=[CH:17][CH:16]=[CH:15][C:10]=2[C:11]([NH:13][CH3:14])=[O:12])=[N:7][C:2]([NH:35][C:32]2[CH:33]=[CH:34][C:27]3[CH2:26][CH2:25][CH:24]([NH:23][CH2:22][C:21]([F:20])([F:36])[F:37])[CH2:30][CH2:29][C:28]=3[CH:31]=2)=[N:3][CH:4]=1 |f:3.4|. Procedure details: 2-(2,5-Dichloro-pyrimidin-4-ylamino)-N-methyl-benzamide (86.3 mg, 0.290 mmol) and N*7*-(2,2,2-trifluoro-ethyl)-6,7,8,9-tetrahydro-5H-benzocycloheptene-2,7-diamine (75 mg, 0.290 mmol) were combined with DL-10-camphorsulfonic acid (101 mg, 0.436 mmol) in 2 ml IPA and heated in a microwave vial for 40 minutes at 120° C. for 40 minutes. The resulting reaction was poured into 25 ml saturated sodium bicarbonate solution and 50 ml water and extractred with 4×25 ml portions of methylene chloride. The co... Reactants: CC(O)C(=O)OC(C)(C)C, C1CCOC1, CCOC(C)=O, CCOC(=O)N=NC(=O)OCC, O=Cc1cccc(O)c1, c1ccc(P(c2ccccc2)c2ccccc2)cc1. Yields the product CC(Oc1cccc(C=O)c1)C(=O)OC(C)(C)C. As a reaction SMILES: [C:10]([CH3:11])([CH3:12])([CH3:13])[O:14][C:15]([CH:16]([OH:17])[CH3:18])=[O:19].[CH2:57]1[O:58][CH2:59][CH2:60][CH2:61]1.[CH3:51][CH2:52][O:53][C:54](=[O:55])[CH3:56].[O:39]=[C:40]([O:41][CH2:42][CH3:43])[N:44]=[N:45][C:46]([O:47][CH2:48][CH3:49])=[O:50].[OH:1][c:2]1[cH:3][c:4]([CH:5]=[O:6])[cH:7][cH:8][cH:9]1.[c:20]1([P:21]([c:22]2[cH:23][cH:24][cH:25][cH:26][cH:27]2)[c:28]2[cH:29][cH:30][cH:31][cH:32][cH:33]2)[cH:34][cH:35][cH:36][cH:37][cH:38]1>>[O:1]([c:2]1[cH:3][c:4]([CH:5]=[O:6])[cH:7][cH:8][cH:9]1)[CH:16]([C:15]([O:14][C:10]([CH3:11])([CH3:12])[CH3:13])=[O:19])[CH3:18]. Reactants: C(C1=CC(C(=O)Cl)=CC=C1)(=O)Cl (isophthaloyl dichloride), C1(=CC=CC=C1)[Mg]Cl (phenyl magnesium chloride), Cl (hydrochloric acid). Run in C1CCOC1 (THF). Product: C(C1=CC=CC=C1)(=O)C1=CC(=CC=C1)C(C1=CC=CC=C1)=O (1,3-dibenzoyl-benzene). The yield is 75.0%. RXN SMILES: [C:1](Cl)(=[O:11])[C:2]1[CH:10]=[CH:9][CH:8]=[C:4]([C:5](Cl)=[O:6])[CH:3]=1.[C:13]1([Mg]Cl)[CH:18]=[CH:17][CH:16]=[CH:15][CH:14]=1.Cl>C1COCC1>[C:1]([C:2]1[CH:10]=[CH:9][CH:8]=[C:4]([C:5](=[O:6])[C:2]2[CH:10]=[CH:9][CH:8]=[CH:4][CH:3]=2)[CH:3]=1)(=[O:11])[C:13]1[CH:18]=[CH:17][CH:16]=[CH:15][CH:14]=1. Procedure: According to the general mode of operation described above, 203 g (1 mole) of isophthaloyl dichloride in 500 ml of THF is reacted with 274 g (2 moles) of phenyl magnesium chloride. The subsequent hydrolysis is effected with the aid of a dilute hydrochloric acid solution. By cooling, the diketone crystalises. 1,3-dibenzoyl-benzene is obtained in a yield of 75%. The product is recrystallised from ethanol. White crystals are obtained, the melting point of which is 100° C., which corresponds to the ... The reactants are [C@@H]([C@H](C(=O)[O-])O)(C(=O)[O-])O.[Na+].[K+] (Rochelle salt), ClC=1C=CC(=C(C#N)C1)O[C@@H](C)C1=NN=C(N1C)C1=C(C=CC=C1)C(F)(F)F (5-chloro-2-[(1S)-1-{4-methyl-5-[2-(trifluoromethyl)phenyl]-4H-1,2,4-triazol-3-yl}ethoxy}benzonitrile), C1(=CC=CC=C1)C (toluene), CC(C)C[AlH]CC(C)C.C1(=CC=CC=C1)C (DIBAL toluene). The solvent is C(C)(=O)OCC (ethyl acetate). Conditions: temperature -78 celsius, time 1 hour. Product: Cl.ClC=1C=CC(=C(C=O)C1)O[C@@H](C)C1=NN=C(N1C)C1=C(C=CC=C1)C(F)(F)F (5-chloro-2-[(1S)-1-{4-methyl-5-[2-(trifluoromethyl)phenyl]-4H-1,2,4-triazol-3-yl}ethoxy]benzaldehyde monohydrochloride). Reaction SMILES: [Cl:1][C:2]1[CH:3]=[CH:4][C:5]([O:10][C@H:11]([C:13]2[N:17]([CH3:18])[C:16]([C:19]3[CH:24]=[CH:23][CH:22]=[CH:21][C:20]=3[C:25]([F:28])([F:27])[F:26])=[N:15][N:14]=2)[CH3:12])=[C:6]([CH:9]=1)[C:7]#N.C1(C)C=CC=CC=1.CC(C[AlH]CC(C)C)C.C1(C)C=CC=CC=1.[C@H](O)(C([O-])=O)[C@@H](O)C([O-])=[O:55].[Na+].[K+]>C(OCC)(=O)C>[ClH:1].[Cl:1][C:2]1[CH:3]=[CH:4][C:5]([O:10][C@H:11]([C:13]2[N:17]([CH3:18])[C:16]([C:19]3[CH:24]=[CH:23][CH:22]=[CH:21][C:20]=3[C:25]([F:28])([F:27])[F:26])=[N:15][N:14]=2)[CH3:12])=[C:6]([CH:9]=1)[CH:7]=[O:55] |f:2.3,4.5.6,8.9|. Procedure details: A mixture of 5-chloro-2-[(1S)-1-{4-methyl-5-[2-(trifluoromethyl)phenyl]-4H-1,2,4-triazol-3-yl}ethoxy}benzonitrile (300 mg) and toluene (5 ml) was cooled to −78° C. under a nitrogen atmosphere and a 1M DIBAL/toluene solution (0.9 ml) was added dropwise thereto. After the dropwise addition was completed, it was stirred at the temperature for one hour and then further stirred at 0° C. for one hour. A saturated aqueous Rochelle salt solution was added thereto at 0° C., ethyl acetate was further adde... Reactants: FC(C=1C=C(C=C(C1)C(F)(F)F)[C@H](C)N(C(=O)N1[C@H](C[C@]2(CC[C@@H](N2)C(=O)OC)CC1)C1=C(C=C(C=C1)F)C)C)(F)F (methyl (2R,5S,7R)-8-{[{(1S)-1-[3,5-bis(trifluoromethyl)phenyl]ethyl}(methyl)amino]carbonyl}-7-(4-fluoro-2-methylphenyl)-1,8-diazaspiro[4.5]decane-2-carboxylate), FC(C=1C=C(C=C(C1)C(F)(F)F)[C@H](C)N(C(=O)N1[C@H](C[C@]2(CC[C@@H](N2)C(=O)OC)CC1)C1=C(C=C(C=C1)F)C)C)(F)F (methyl (2R,5S,7R)-8-{[{(1S)-1-[3,5-bis(trifluoromethyl)phenyl]ethyl}(methyl)amino]carbonyl}-7-(4-fluoro-2-methylphenyl)-1,8-diazaspiro[4.5]decane-2-carboxylate), N (ammonia). The product is FC(C=1C=C(C=C(C1)C(F)(F)F)[C@H](C)N(C(=O)N1[C@H](C[C@]2(CC[C@@H](N2)C(=O)N)CC1)C1=C(C=C(C=C1)F)C)C)(F)F ((2R,5S,7R)-N8-{(1S)-1-[3,5-bis(trifluoromethyl)phenyl]ethyl}-7-(4-fluoro-2-methylphenyl)-N8-methyl-1,8-diazaspiro[4.5]decane-2,8-dicarboxamide). Yield: 72.5%. Reaction SMILES: [F:1][C:2]([F:42])([F:41])[C:3]1[CH:4]=[C:5]([C@@H:13]([N:15]([CH3:40])[C:16]([N:18]2[CH2:31][CH2:30][C@:21]3([NH:25][C@@H:24]([C:26]([O:28]C)=O)[CH2:23][CH2:22]3)[CH2:20][C@@H:19]2[C:32]2[CH:37]=[CH:36][C:35]([F:38])=[CH:34][C:33]=2[CH3:39])=[O:17])[CH3:14])[CH:6]=[C:7]([C:9]([F:12])([F:11])[F:10])[CH:8]=1.[NH3:43]>>[F:10][C:9]([F:12])([F:11])[C:7]1[CH:6]=[C:5]([C@@H:13]([N:15]([CH3:40])[C:16]([N:18]2[CH2:31][CH2:30][C@:21]3([NH:25][C@@H:24]([C:26]([NH2:43])=[O:28])[CH2:23][CH2:22]3)[CH2:20][C@@H:19]2[C:32]2[CH:37]=[CH:36][C:35]([F:38])=[CH:34][C:33]=2[CH3:39])=[O:17])[CH3:14])[CH:4]=[C:3]([C:2]([F:1])([F:41])[F:42])[CH:8]=1. Reported procedure: In a sealed tube a solution of methyl (2R,5S,7R)-8-{[{(1S)-1-[3,5-bis(trifluoromethyl)phenyl]ethyl}(methyl)amino]carbonyl}-7-(4-fluoro-2-methylphenyl)-1,8-diazaspiro[4.5]decane-2-carboxylate (Intermediate 28, 90 mg, 0.149 mmol) in 7M methanolic ammonia (5 ml, 35.0 mmol) was shaken overnight. The solvent was evaporated and the crude was purified by flash-chromatography (Si cartridge 5 g; from 1:0 to 95:5 DCM/MeOH) to give the title compound (63.3 mg, 0.108 mmol, 72.1% yield) as a white solid. 1H ...